The task is: describe an organic reaction: reactants, conditions, products, and yield. This data is from the Open Reaction Database (ORD), a public repository of structured organic reaction records. The reactants are ClC1=CC=C(C=C1)C1=NC2=C(N1C(C(C)(O)C)C1CCCCC1)C=C(C(=C2)F)F (1-[2-(4-chloro-phenyl)-5,6-difluoro-benzoimidazol-1-yl]-1-cyclohexyl-2-methyl-propan-2-ol), BrCC1=CC=C(C(=O)OC)C=C1 (methyl 4-(bromomethyl)benzoate). Yields the product COC(C1=CC=C(C=C1)COC(C(C1CCCCC1)N1C(=NC2=C1C=C(C(=C2)F)F)C2=CC=C(C=C2)Cl)(C)C)=O (4-{2-[2-(4-Chloro-phenyl)-5,6-difluoro-benzoimidazol-1-yl]-2-cyclohexyl-1,1-dimethyl-ethoxymethyl}-benzoic acid methyl ester). Isolated yield 12.0%. Reaction SMILES: [Cl:1][C:2]1[CH:7]=[CH:6][C:5]([C:8]2[N:12]([CH:13]([CH:18]3[CH2:23][CH2:22][CH2:21][CH2:20][CH2:19]3)[C:14]([CH3:17])([OH:16])[CH3:15])[C:11]3[CH:24]=[C:25]([F:29])[C:26]([F:28])=[CH:27][C:10]=3[N:9]=2)=[CH:4][CH:3]=1.Br[CH2:31][C:32]1[CH:41]=[CH:40][C:35]([C:36]([O:38][CH3:39])=[O:37])=[CH:34][CH:33]=1>>[CH3:39][O:38][C:36](=[O:37])[C:35]1[CH:40]=[CH:41][C:32]([CH2:31][O:16][C:14]([CH3:15])([CH3:17])[CH:13]([N:12]2[C:11]3[CH:24]=[C:25]([F:29])[C:26]([F:28])=[CH:27][C:10]=3[N:9]=[C:8]2[C:5]2[CH:6]=[CH:7][C:2]([Cl:1])=[CH:3][CH:4]=2)[CH:18]2[CH2:23][CH2:22][CH2:21][CH2:20][CH2:19]2)=[CH:33][CH:34]=1. Procedure details: The title compound was prepared in analogy to Example 26, intermediate, from 1-[2-(4-chloro-phenyl)-5,6-difluoro-benzoimidazol-1-yl]-1-cyclohexyl-2-methyl-propan-2-ol and methyl 4-(bromomethyl)benzoate (commercially available) to give the desired compound as a white solid (12%). MS (Turbo Spray): m/z=567.3 [M+H]. Starting materials: BrCCCCCCBr, O=C1NC(=O)c2ccccc21, CC(C)=O, [K]. Product: O=C1c2ccccc2C(=O)N1CCCCCCBr. As a reaction SMILES: [Br:1][CH2:2][CH2:3][CH2:4][CH2:5][CH2:6][CH2:7][Br:8].[C:9]1(=[O:19])[c:10]2[c:11]([cH:15][cH:16][cH:17][cH:18]2)[C:12](=[O:14])[NH:13]1.[CH3:21][C:22](=[O:23])[CH3:24].[K:20]>>[CH2:2]([CH2:3][CH2:4][CH2:5][CH2:6][CH2:7][Br:8])[N:13]1[C:9](=[O:19])[c:10]2[c:11]([cH:15][cH:16][cH:17][cH:18]2)[C:12]1=[O:14]. The reactants are CC(=O)O, CCN=C=NCCCN(C)C, CN(C)c1ccncc1, CCOC(C)=O, Cc1onc2c1c(=O)n(C1CCCC(CNC(=O)c3ccccc3)C1)c1cccc(N)c21, CN(C)C=O. Product: CC(=O)Nc1cccc2c1c1noc(C)c1c(=O)n2C1CCCC(CNC(=O)c2ccccc2)C1. RXN SMILES: [C:33]([CH3:34])(=[O:35])[OH:36].[CH3:37][CH2:38][N:39]=[C:40]=[N:41][CH2:42][CH2:43][CH2:44][N:45]([CH3:46])[CH3:47].[CH3:53][N:54]([c:55]1[cH:56][cH:57][n:58][cH:59][cH:60]1)[CH3:61].[CH3:62][CH2:63][O:64][C:65]([CH3:66])=[O:67].[NH2:1][c:2]1[c:3]2[c:4]3[c:5]([c:6](=[O:28])[n:7]([CH:12]4[CH2:13][CH:14]([CH2:18][NH:19][C:20]([c:21]5[cH:22][cH:23][cH:24][cH:25][cH:26]5)=[O:27])[CH2:15][CH2:16][CH2:17]4)[c:8]2[cH:9][cH:10][cH:11]1)[c:29]([CH3:32])[o:30][n:31]3.[O:48]=[CH:49][N:50]([CH3:51])[CH3:52]>>[NH:1]([c:2]1[c:3]2[c:4]3[c:5]([c:6](=[O:28])[n:7]([CH:12]4[CH2:13][CH:14]([CH2:18][NH:19][C:20]([c:21]5[cH:22][cH:23][cH:24][cH:25][cH:26]5)=[O:27])[CH2:15][CH2:16][CH2:17]4)[c:8]2[cH:9][cH:10][cH:11]1)[c:29]([CH3:32])[o:30][n:31]3)[C:33]([CH3:34])=[O:35]. The reactants are CO, C[O-], [Cl-], Clc1nccnc1Cl, [NH4+], [Na+]. Yields the product COc1nccnc1Cl. As a reaction SMILES: [CH3:14][OH:15].[CH3:9][O-:10].[Cl-:12].[Cl:1][c:2]1[n:3][cH:4][cH:5][n:6][c:7]1[Cl:8].[NH4+:13].[Na+:11]>>[Cl:1][c:2]1[n:3][cH:4][cH:5][n:6][c:7]1[O:10][CH3:9].